This data is from the Open Reaction Database (ORD), a public repository of structured organic reaction records. The task is: describe an organic reaction: reactants, conditions, products, and yield Product: C1(=CC(=CC=C1)S(=O)(=O)NC=1C=C(C(=O)O)C=CC1)C1=CC=CC=C1 (3-[(Biphenyl-3-ylsulfonyl)amino]benzoic acid). Procedure details: The product was prepared according to General Procedure 1, described in Example 1, with 3-phenylbenzenesulfonylchloride (13.9 mg, 0.055 mmol) and 3-aminobenzoic acid (6.9 mg, 0.050 mmol). The title compound was obtained in 100% yield (17.7 mg). MS (ESI+) calcd mass for C19H15NO4S 353.072179, found 353.071899. The reactants are C1(=CC=CC=C1)C=1C=C(C=CC1)S(=O)(=O)Cl (3-phenylbenzenesulfonylchloride), NC=1C=C(C(=O)O)C=CC1 (3-aminobenzoic acid). Isolated yield 100.0%. Reaction SMILES: [C:1]1([C:7]2[CH:8]=[C:9]([S:13](Cl)(=[O:15])=[O:14])[CH:10]=[CH:11][CH:12]=2)[CH:6]=[CH:5][CH:4]=[CH:3][CH:2]=1.[NH2:17][C:18]1[CH:19]=[C:20]([CH:24]=[CH:25][CH:26]=1)[C:21]([OH:23])=[O:22]>>[C:7]1([C:1]2[CH:6]=[CH:5][CH:4]=[CH:3][CH:2]=2)[CH:12]=[CH:11][CH:10]=[C:9]([S:13]([NH:17][C:18]2[CH:19]=[C:20]([CH:24]=[CH:25][CH:26]=2)[C:21]([OH:23])=[O:22])(=[O:15])=[O:14])[CH:8]=1.